The task is: describe an organic reaction: reactants, conditions, products, and yield. This data is from the Open Reaction Database (ORD), a public repository of structured organic reaction records. Reactants: COc1ccc2c(Nc3c(Cl)cncc3Cl)cc(=O)oc2c1OCCCCCBr, O=C([O-])[O-], [K+], [K+], CN(C)C=O, c1c[nH]nn1. The product is COc1ccc2c(Nc3c(Cl)cncc3Cl)cc(=O)oc2c1OCCCCCn1ccnn1. As a reaction SMILES: [Br:7][CH2:8][CH2:9][CH2:10][CH2:11][CH2:12][O:13][c:14]1[c:15]([O:34][CH3:35])[cH:16][cH:17][c:18]2[c:19]([NH:25][c:26]3[c:27]([Cl:33])[cH:28][n:29][cH:30][c:31]3[Cl:32])[cH:20][c:21](=[O:24])[o:22][c:23]12.[C:1](=[O:2])([O-:3])[O-:4].[K+:5].[K+:6].[O:41]=[CH:42][N:43]([CH3:44])[CH3:45].[nH:36]1[n:37][n:38][cH:39][cH:40]1>>[CH2:8]([CH2:9][CH2:10][CH2:11][CH2:12][O:13][c:14]1[c:15]([O:34][CH3:35])[cH:16][cH:17][c:18]2[c:19]([NH:25][c:26]3[c:27]([Cl:33])[cH:28][n:29][cH:30][c:31]3[Cl:32])[cH:20][c:21](=[O:24])[o:22][c:23]12)[n:36]1[n:37][n:38][cH:39][cH:40]1. The reactants are [N+](=O)([O-])C1=C(C=CC=C1)S(=O)(=O)Cl (2-nitrobenzene sulfonyl chloride), Cl (HCl), [OH-].[Na+] (sodium hydroxide), [OH-].[Na+] (Sodium hydroxide). The reagents and catalysts are [Zn] (zinc). Reaction conditions: temperature 80 celsius, time 1 hour. Yields the product NC1=C(C=C(C=C1)C1=CC(=C(C=C1)N)S(=O)(=O)O)S(=O)(=O)O (4,4'-diaminobiphenyl-3,3'-disulfonic acid). Isolated yield 25.2%. RXN SMILES: [N+:1]([C:4]1[CH:9]=[CH:8][CH:7]=[CH:6][C:5]=1[S:10](Cl)(=[O:12])=[O:11])([O-])=O.[OH-:14].[Na+].Cl>[Zn]>[NH2:1][C:4]1[CH:9]=[CH:8][C:7]([C:7]2[CH:8]=[CH:9][C:4]([NH2:1])=[C:5]([S:10]([OH:12])(=[O:11])=[O:14])[CH:6]=2)=[CH:6][C:5]=1[S:10]([OH:12])(=[O:14])=[O:11] |f:1.2|. Procedure details: A 500 mL flask equipped with mechanical stirrer, condenser, addition funnel, and thermometer was charged with 50.0 g (0.255 mol) of 2-nitrobenzene sulfonyl chloride (Aldrich). Upon dropwise addition of 5M aqueous sodium hydroxide (125 mL, 0.625 mol) the reaction mixture warmed to 80° C. and a dark red/brown solution resulted. The mixture was stirred for 1 hour and the flask allowed to cool to room temperature. Next, 52.5 g of zinc dust (0.803 mol, Mallinckrodt) was added in one portion. The reac... The reactants are CC(C)c1ccc(C=CCBr)cc1, CCOC(C)=O, CCCCCC, Cc1cc(O)c(C)c(C)c1NC=O. Yields the product Cc1cc(OCC=Cc2ccc(C(C)C)cc2)c(C)c(C)c1NC=O. As a reaction SMILES: [Br:14][CH2:15][CH:16]=[CH:17][c:18]1[cH:19][cH:20][c:21]([CH:24]([CH3:25])[CH3:26])[cH:22][cH:23]1.[C:33]([O:34][CH2:35][CH3:36])(=[O:37])[CH3:38].[CH3:27][CH2:28][CH2:29][CH2:30][CH2:31][CH3:32].[OH:1][c:2]1[c:3]([CH3:13])[c:4]([CH3:12])[c:5]([NH:9][CH:10]=[O:11])[c:6]([CH3:8])[cH:7]1>>[O:1]([c:2]1[c:3]([CH3:13])[c:4]([CH3:12])[c:5]([NH:9][CH:10]=[O:11])[c:6]([CH3:8])[cH:7]1)[CH2:15][CH:16]=[CH:17][c:18]1[cH:19][cH:20][c:21]([CH:24]([CH3:25])[CH3:26])[cH:22][cH:23]1. Reactants: COC(=O)c1ccc(C=O)cc1, CC(=O)O, O=C1CCOc2ccccc21, O=S(=O)(O)O. RXN SMILES: [CH3:17][O:18][C:19]([c:20]1[cH:21][cH:22][c:23]([CH:26]=[O:27])[cH:24][cH:25]1)=[O:28].[CH3:29][C:30](=[O:31])[OH:32].[O:6]1[CH2:7][CH2:8][C:9](=[O:16])[c:10]2[cH:11][cH:12][cH:13][cH:14][c:15]21.[S:1](=[O:2])(=[O:3])([OH:4])[OH:5]>>[O:6]1[CH2:7][C:8](=[CH:26][c:23]2[cH:22][cH:21][c:20]([C:19]([O:18][CH3:17])=[O:28])[cH:25][cH:24]2)[C:9](=[O:16])[c:10]2[cH:11][cH:12][cH:13][cH:14][c:15]21. The product is COC(=O)c1ccc(C=C2COc3ccccc3C2=O)cc1. RXN SMILES: [CH3:25][CH2:26][OH:27].[NH2:1][c:2]1[n:3][c:4]([Cl:13])[cH:5][c:6]([NH:8][C:9]([CH3:10])([CH3:11])[CH3:12])[n:7]1.[OH:14][O:15][C:16]([c:17]1[cH:18][c:19]([Cl:20])[cH:21][cH:22][cH:23]1)=[O:24]>>[NH2:1][c:2]1[n:3][c:4]([Cl:13])[cH:5][c:6]([NH:8][C:9]([CH3:10])([CH3:11])[CH3:12])[n+:7]1[O-:14]. Starting materials: CCO, CC(C)(C)Nc1cc(Cl)nc(N)n1, O=C(OO)c1cccc(Cl)c1. The product is CC(C)(C)Nc1cc(Cl)nc(N)[n+]1[O-]. Reactants: COC1=CC=C(CN2CCCCCC=CC3CC3(NC(C3CC(CN3C2=O)OC2=NC(=NC3=C(C(=CC=C23)OC)C)C2=CC=CC=C2)=O)C(=O)NS(=O)(=O)C2CC2)C=C1 (Cyclopropanesulfonic acid [14-(4-methoxy-benzyl)-18-(7-methoxy-8-methyl-2-phenyl-quinazolin-4-yloxy)-2,15-dioxo-3,14,16-triaza-tricyclo[14.3.0.0*4,6*]nonadec-7-ene-4-carbonyl]-amide). Solvent: ClCCl.FC(C(=O)O)(F)F (dichloromethane trifluoroacetic acid). Yields the product COC1=CC=C2C(=NC(=NC2=C1C)C1=CC=CC=C1)OC1CN2C(NCCCCCC=CC3CC3(NC(C2C1)=O)C(=O)NS(=O)(=O)C1CC1)=O (Cyclopropanesulfonic acid [18-(7-methoxy-8-methyl-2-phenyl-quinazolin-4-yloxy)-2,15-dioxo-3,14,16-triaza-tricyclo[14.3.0.0*4,6*]nonadec-7-ene-4-carbonyl]-amide). Isolated yield 64.0%. As a reaction SMILES: COC1C=CC(C[N:8]2[C:26](=[O:27])[N:25]3[CH:21]([CH2:22][CH:23]([O:28][C:29]4[C:38]5[C:33](=[C:34]([CH3:41])[C:35]([O:39][CH3:40])=[CH:36][CH:37]=5)[N:32]=[C:31]([C:42]5[CH:47]=[CH:46][CH:45]=[CH:44][CH:43]=5)[N:30]=4)[CH2:24]3)[C:20](=[O:48])[NH:19][C:18]3([C:49]([NH:51][S:52]([CH:55]4[CH2:57][CH2:56]4)(=[O:54])=[O:53])=[O:50])[CH:16]([CH2:17]3)[CH:15]=[CH:14][CH2:13][CH2:12][CH2:11][CH2:10][CH2:9]2)=CC=1>ClCCl.FC(F)(F)C(O)=O>[CH3:40][O:39][C:35]1[C:34]([CH3:41])=[C:33]2[C:38]([C:29]([O:28][CH:23]3[CH2:22][CH:21]4[N:25]([C:26](=[O:27])[NH:8][CH2:9][CH2:10][CH2:11][CH2:12][CH2:13][CH:14]=[CH:15][CH:16]5[C:18]([C:49]([NH:51][S:52]([CH:55]6[CH2:57][CH2:56]6)(=[O:54])=[O:53])=[O:50])([NH:19][C:20]4=[O:48])[CH2:17]5)[CH2:24]3)=[N:30][C:31]([C:42]3[CH:43]=[CH:44][CH:45]=[CH:46][CH:47]=3)=[N:32]2)=[CH:37][CH:36]=1 |f:1.2|. Reported procedure: Compound 173 (150 mg, 0.18 mmol) was stirred for 30 min in a mixture of dichloromethane-trifluoroacetic acid; 2:1. Evaporation and purification by column chromatography (5% methanol in ether) gave the title compound (81 mg, 62%). MS (M−H)+ 703 Starting materials: BrC=1C(=CC=C2C=C(NC12)C(=O)OC)OC (methyl 7-bromo-6-methoxyindole carboxylate), [OH-].[K+] (potassium hydroxide). Yields the product BrC=1C(=CC=C2C=C(NC12)C(=O)O)OC (7-Bromo-6-methoxyindole-2-carboxylic acid). As a reaction SMILES: [Br:1][C:2]1[C:3]([O:15][CH3:16])=[CH:4][CH:5]=[C:6]2[C:10]=1[NH:9][C:8]([C:11]([O:13]C)=[O:12])=[CH:7]2.[OH-].[K+]>>[Br:1][C:2]1[C:3]([O:15][CH3:16])=[CH:4][CH:5]=[C:6]2[C:10]=1[NH:9][C:8]([C:11]([OH:13])=[O:12])=[CH:7]2 |f:1.2|. Reported procedure: Following the general procedure of PREPARATION 63 and making non-critical variations but starting with methyl 7-bromo-6-methoxyindole carboxylate (PREPARATION 81, 0.36 g) and potassium hydroxide (0.11 g), the title compound is obtained, NMR (300 MHz, CD3OD) 7.58, 7.20, 6.96 and 3.93 δ.